This data is from the Open Reaction Database (ORD), a public repository of structured organic reaction records. The task is: describe an organic reaction: reactants, conditions, products, and yield The reactants are BrC1=CN(C=2N=CN=C(C21)Cl)S(=O)(=O)C2=CC=C(C=C2)C (5-Bromo-4-chloro-7-[(4-methylphenyl)sulfonyl]-7H-pyrrolo[2,3-d]pyrimidine), hydrochloride salt, C[C@@H]1CNCCC1 ((3S)-3-methylpiperidine), C[C@H]1CN(CCO1)C=1C2=C(N=CN1)NC=C2C=2C=C(C#N)C=CC2 (3-{4-[(2S)-2-Methylmorpholin-4-yl]-7H-pyrrolo[2,3-d]pyrimidin-5-yl}benzonitrile). Yields the product BrC1=CN(C=2N=CN=C(C21)N2C[C@H](CCC2)C)S(=O)(=O)C2=CC=C(C=C2)C (5-bromo-7-[(4-methylphenyl)sulfonyl]-4-[(3S)-3-methylpiperidin-1-yl]-7H-pyrrolo[2,3-d]pyrimidine). RXN SMILES: [Br:1][C:2]1[C:10]2[C:9](Cl)=[N:8][CH:7]=[N:6][C:5]=2[N:4]([S:12]([C:15]2[CH:20]=[CH:19][C:18]([CH3:21])=[CH:17][CH:16]=2)(=[O:14])=[O:13])[CH:3]=1.[CH3:22][C@H:23]1[CH2:28][CH2:27][CH2:26][NH:25][CH2:24]1.C[C@@H]1OCCN(C2C3C(C4C=C(C=CC=4)C#N)=CNC=3N=CN=2)C1>>[Br:1][C:2]1[C:10]2[C:9]([N:25]3[CH2:26][CH2:27][CH2:28][C@H:23]([CH3:22])[CH2:24]3)=[N:8][CH:7]=[N:6][C:5]=2[N:4]([S:12]([C:15]2[CH:20]=[CH:19][C:18]([CH3:21])=[CH:17][CH:16]=2)(=[O:14])=[O:13])[CH:3]=1. Reported procedure: 5-Bromo-4-chloro-7-[(4-methylphenyl)sulfonyl]-7H-pyrrolo[2,3-d]pyrimidine (P3) was reacted with the hydrochloride salt of (3S)-3-methylpiperidine according to the method described for preparation of 3-{4-[(2S)-2-methylmorpholin-4-yl]-7H-pyrrolo[2,3-d]pyrimidin-5-yl}benzonitrile (6) in Example 6. In this case, purification was effected via silica gel chromatography (Eluent: 5:1 petroleum ether/ethyl acetate), providing the product as a white solid. Yield: 4.3 g, 9.6 mmol, 92%. Reactants: COc1cc(Br)cnc1OC, CS(C)=O, CC(=O)[O-], CC(=O)Nc1cn2nc(-c3cnc(Cl)c(NS(C)(=O)=O)c3)ccc2n1, CC(=O)Nc1cn2nc(Cl)ccc2n1, [K+], [Na+], [Na+], O=C([O-])[O-]. The product is COc1cc(-c2ccc3nc(NC(C)=O)cn3n2)cnc1OC. Reaction SMILES: [Br:49][c:50]1[cH:51][c:52]([O:58][CH3:59])[c:53]([O:56][CH3:57])[n:54][cH:55]1.[CH3:40][S:41]([CH3:42])=[O:43].[CH3:45][C:46](=[O:47])[O-:48].[Cl:1][c:2]1[n:3][cH:4][c:5](-[c:6]2[cH:7][cH:8][c:9]3[n:10]([cH:11][c:12]([NH:13][C:14](=[O:15])[CH3:16])[n:17]3)[n:18]2)[cH:19][c:20]1[NH:21][S:22]([CH3:23])(=[O:24])=[O:25].[Cl:26][c:27]1[cH:28][cH:29][c:30]2[n:31]([n:32]1)[cH:33][c:34]([NH:36][C:37]([CH3:38])=[O:39])[n:35]2.[K+:44].[Na+:60].[Na+:61].[O-:62][C:63](=[O:64])[O-:65]>>[c:27]1(-[c:50]2[cH:51][c:52]([O:58][CH3:59])[c:53]([O:56][CH3:57])[n:54][cH:55]2)[cH:28][cH:29][c:30]2[n:31]([n:32]1)[cH:33][c:34]([NH:36][C:37]([CH3:38])=[O:39])[n:35]2. The reactants are [H-].[Na+] (NaH), COC1=C(C=CC=C1OC)CCCO (3-(2,3-dimethoxy-phenyl)-propan-1-ol), C(C1=CC=CC=C1)Br (benzylbromide). Run in C1CCOC1 (THF), C1CCOC1 (THF), C1CCOC1 (THF). Reaction conditions: time 30 minute. Yields the product C(C1=CC=CC=C1)OCCCC1=C(C(=CC=C1)OC)OC (1-(3-benzyloxy-propyl)-2,3-dimethoxy-benzene). The yield is 77.2%. RXN SMILES: [H-].[Na+].[CH3:3][O:4][C:5]1[C:10]([O:11][CH3:12])=[CH:9][CH:8]=[CH:7][C:6]=1[CH2:13][CH2:14][CH2:15][OH:16].[CH2:17](Br)[C:18]1[CH:23]=[CH:22][CH:21]=[CH:20][CH:19]=1>C1COCC1>[CH2:17]([O:16][CH2:15][CH2:14][CH2:13][C:6]1[CH:7]=[CH:8][CH:9]=[C:10]([O:11][CH3:12])[C:5]=1[O:4][CH3:3])[C:18]1[CH:23]=[CH:22][CH:21]=[CH:20][CH:19]=1 |f:0.1|. Reported procedure: 2.50 g (62.5 mmol) NaH (60% in oil) were suspended under nitrogen in 70 ml dry THF and a solution of 7.1 g (36.2 mmol) 3-(2,3-dimethoxy-phenyl)-propan-1-ol (J. Org. Chem., 1987, 52, 1072) in 50 ml THF was added dropwise at 18° C. The resulting mixture was stirred for 30 minutes and then a solution of 6.81 g (39.8 mmol) benzylbromide in 30 ml THF was added dropwise and the mixture was stirred over night at 18° C. The reaction was quenched with 10 ml water and the organic solvent was evaporated un... Starting materials: C[O-].[Na+] (sodium methoxide), CC=1N=C2N(C(C1C)=O)C=CC=C2C (2,3,9-trimethyl-4H-pyrido-[1,2-a]pyrimidin-4-one), COC=1C=C(C=O)C=C(C1OC)OC (3,4,5-trimethoxybenzaldehyde). The solvent is C(C)O (ethanol). Yields the product CC1=C(N=C2N(C1=O)C=CC=C2C)\C=C\C2=CC(=C(C(=C2)OC)OC)OC (3,9-Dimethyl-2-[trans-2-(3,4,5-trimethoxyphenyl)ethenyl]-4H-pyrido[1,2-a]pyrimidin-4-one). As a reaction SMILES: C[O-].[Na+].[CH3:4][C:5]1[N:6]=[C:7]2[C:16]([CH3:17])=[CH:15][CH:14]=[CH:13][N:8]2[C:9](=[O:12])[C:10]=1[CH3:11].[CH3:18][O:19][C:20]1[CH:21]=[C:22]([CH:25]=[C:26]([O:30][CH3:31])[C:27]=1[O:28][CH3:29])[CH:23]=O>C(O)C>[CH3:11][C:10]1[C:9](=[O:12])[N:8]2[CH:13]=[CH:14][CH:15]=[C:16]([CH3:17])[C:7]2=[N:6][C:5]=1/[CH:4]=[CH:23]/[C:22]1[CH:25]=[C:26]([O:30][CH3:31])[C:27]([O:28][CH3:29])=[C:20]([O:19][CH3:18])[CH:21]=1 |f:0.1|. Procedure: To a solution of 1.3g of sodium methoxide in 75ml of absolute ethanol is added 2.0g of 2,3,9-trimethyl-4H-pyrido-[1,2-a]pyrimidin-4-one, followed by 4.0g of 3,4,5-trimethoxybenzaldehyde. The mixture is stirred and heated under reflux for 89 hours. The reaction mixture is cooled, the solid is filtered, washed with 20ml of ether and 25ml of water, dried, and recrystallized from 75ml of acetonitrile to yield the title compound, melting point 218°-219°C dec. Starting materials: C1(CCCCC1)N=C=NC1CCCCC1 (dicyclohexylcarbodiimide), OC=1C=C(C(=O)O)C=CC1O (3,4-dihydroxybenzoic acid), O.NN (hydrazine hydrate), ON1C(C=CC=C1)=O (1-hydroxy-2-(1H)-pyridone). Run in O1CCCC1 (tetrahydrofuran), O1CCCC1 (tetrahydrofuran). Conditions: time 16 hour. The product is OC=1C=C(C(=O)NN)C=CC1O (3,4-dihydroxybenzoic acid hydrazide). As a reaction SMILES: [OH:1][C:2]1[CH:3]=[C:4]([CH:8]=[CH:9][C:10]=1[OH:11])[C:5](O)=[O:6].O.[NH2:13][NH2:14].ON1C=CC=CC1=O.C1(N=C=NC2CCCCC2)CCCCC1>O1CCCC1>[OH:1][C:2]1[CH:3]=[C:4]([CH:8]=[CH:9][C:10]=1[OH:11])[C:5]([NH:13][NH2:14])=[O:6] |f:1.2|. Procedure: 16.9 g (0.11 mol) of 3,4-dihydroxybenzoic acid in 170 ml of tetrahydrofuran are treated with 5 g (0.1 mol) of hydrazine hydrate and 1.1 g (0.01 mol) of 1-hydroxy-2-(1H)-pyridone. A solution of 22.7 g (0.11 mol) of dicyclohexylcarbodiimide in 200 ml of tetrahydrofuran is added to the reaction mixture at 20° within 15 minutes. The reaction mixture is stirred at 20° for 16 hours. The resulting dicyclohexylurea is filtered off and the filtrate is evaporated. The residue is stirred with 60 ml of etha... The reactants are [BH3-]C#N, C=O, CCOCCOCC, CO, [Cl-], [Cl-], Cn1cc(Br)cc(Nc2ccc(C3CNC3)cn2)c1=O, [Na+], O, [Zn+2]. Yields the product CN1CC(c2ccc(Nc3cc(Br)cn(C)c3=O)nc2)C1. As a reaction SMILES: [C:23]([BH3-:24])#[N:25].[CH2:21]=[O:22].[CH2:27]([O:28][CH2:29][CH2:30][O:31][CH2:32][CH3:33])[CH3:34].[CH3:35][OH:36].[Cl-:37].[Cl-:39].[NH:1]1[CH2:2][CH:3]([c:5]2[cH:6][cH:7][c:8]([NH:11][c:12]3[c:13](=[O:20])[n:14]([CH3:19])[cH:15][c:16]([Br:18])[cH:17]3)[n:9][cH:10]2)[CH2:4]1.[Na+:26].[OH2:40].[Zn+2:38]>>[N:1]1([CH3:23])[CH2:2][CH:3]([c:5]2[cH:6][cH:7][c:8]([NH:11][c:12]3[c:13](=[O:20])[n:14]([CH3:19])[cH:15][c:16]([Br:18])[cH:17]3)[n:9][cH:10]2)[CH2:4]1. Starting materials: C(C)[BH-](CC)CC.[Li+] (lithium triethylborohydride), C(C)C1=CC2=CC=3C(C4=CC5=CC=CC=C5C=C4C(C3C=C2C=C1CC)=O)=O (2,3-diethyl-6,13-pentacenequinone), Cl (hydrochloric acid). The solvent is C1CCOC1 (THF), C1CCOC1 (THF). Yields the product C(C)C1=CC2=CC=3C(C4=CC5=CC=CC=C5C=C4C(C3C=C2C=C1CC)O)O (2,3-di ethyl-6,13-dihydro-6,13-dihydroxypentacene). Reaction SMILES: [CH2:1]([C:3]1[C:24]([CH2:25][CH3:26])=[CH:23][C:22]2[C:5](=[CH:6][C:7]3[C:8](=[O:28])[C:9]4[C:18]([C:19](=[O:27])[C:20]=3[CH:21]=2)=[CH:17][C:16]2[C:11](=[CH:12][CH:13]=[CH:14][CH:15]=2)[CH:10]=4)[CH:4]=1)[CH3:2].C([BH-](CC)CC)C.[Li+].Cl>C1COCC1>[CH2:25]([C:24]1[C:3]([CH2:1][CH3:2])=[CH:4][C:5]2[C:22](=[CH:21][C:20]3[CH:19]([OH:27])[C:18]4[C:9]([CH:8]([OH:28])[C:7]=3[CH:6]=2)=[CH:10][C:11]2[C:16](=[CH:15][CH:14]=[CH:13][CH:12]=2)[CH:17]=4)[CH:23]=1)[CH3:26] |f:1.2|. Procedure details: A solution of 150 mg of 2,3-diethyl-6,13-pentacenequinone dissolved in 30 mL of THF was added to 3.2 mL of a 1 mol/1000 mL THF solution of lithium triethylborohydride, and they were allowed to react with each other at room temperature for 2 hours in a nitrogen atmosphere. The resulting solution was neutralized with diluted aqueous hydrochloric acid, and the organic phase was separated, concentrated and dried under a vacuum to produce 2,3-di ethyl-6,13-dihydro-6,13-dihydroxypentacene almost stoic... The reactants are NC1=C(C=CC(=C1Cl)C(F)(F)F)O (2-amino-3-chloro-4-trifluoromethylphenol), C(C1=CC=NC=C1)(=O)O (isonicotinic acid), CCN=C=NCCCN(C)C (WSC), N1=CC=CC=C1 (pyridine). Solvent: O (water). Reaction conditions: temperature 80 celsius. Yields the product ClC1=C(C(=CC=C1C(F)(F)F)O)NC(C1=CC=NC=C1)=O (N-[2-chloro-6-hydroxy-3-(trifluoromethyl)phenyl]isonicotinamide). The yield is 59.0%. RXN SMILES: [NH2:1][C:2]1[C:7]([Cl:8])=[C:6]([C:9]([F:12])([F:11])[F:10])[CH:5]=[CH:4][C:3]=1[OH:13].[C:14](O)(=[O:21])[C:15]1[CH:20]=[CH:19][N:18]=[CH:17][CH:16]=1.CCN=C=NCCCN(C)C.N1C=CC=CC=1>O>[Cl:8][C:7]1[C:6]([C:9]([F:12])([F:10])[F:11])=[CH:5][CH:4]=[C:3]([OH:13])[C:2]=1[NH:1][C:14](=[O:21])[C:15]1[CH:20]=[CH:19][N:18]=[CH:17][CH:16]=1. Reported procedure: A mixture of 0.17 g of 2-amino-3-chloro-4-trifluoromethylphenol, 0.99 g of isonicotinic acid, 0.19 g of WSC and 3 ml of pyridine was stirred while heating at 80° C. for two hours. The mixture was cooled to room temperature, and then water was poured, followed by extraction with ethyl acetate three times. The combined organic layers were washed with water and a saturated sodium chloride solution, dried over anhydrous magnesium sulfate, and concentrated under reduced pressure. The residue was subj... Starting materials: NC1=CC2=C(N(C(CCC2)=O)CC)C=C1OC (7-Amino-1-ethyl-8-methoxy-1,3,4,5-tetrahydro-benzo[b]azepin-2-one), ClC1=NC=C(C(=N1)NC1=C(C=CC=C1)S(=O)(=O)C(C)C)Cl ((2,5-Dichloro-pyrimidin-4-yl)-[2-(propane-2-sulfonyl)-phenyl]-amine). Yields the product ClC=1C(=NC(=NC1)NC1=CC2=C(N(C(CCC2)=O)CC)C=C1OC)NC1=C(C=CC=C1)S(=O)(=O)C(C)C (7-{5-Chloro-4-[2-(propane-2-sulfonyl)-phenylamino]-pyrimidin-2-ylamino}-1-ethyl-8-methoxy-1,3,4,5-tetrahydro-benzo[b]azepin-2-one). Yield: 44.5%. As a reaction SMILES: [NH2:1][C:2]1[C:15]([O:16][CH3:17])=[CH:14][C:5]2[N:6]([CH2:12][CH3:13])[C:7](=[O:11])[CH2:8][CH2:9][CH2:10][C:4]=2[CH:3]=1.Cl[C:19]1[N:24]=[C:23]([NH:25][C:26]2[CH:31]=[CH:30][CH:29]=[CH:28][C:27]=2[S:32]([CH:35]([CH3:37])[CH3:36])(=[O:34])=[O:33])[C:22]([Cl:38])=[CH:21][N:20]=1>>[Cl:38][C:22]1[C:23]([NH:25][C:26]2[CH:31]=[CH:30][CH:29]=[CH:28][C:27]=2[S:32]([CH:35]([CH3:37])[CH3:36])(=[O:34])=[O:33])=[N:24][C:19]([NH:1][C:2]2[C:15]([O:16][CH3:17])=[CH:14][C:5]3[N:6]([CH2:12][CH3:13])[C:7](=[O:11])[CH2:8][CH2:9][CH2:10][C:4]=3[CH:3]=2)=[N:20][CH:21]=1. Procedure details: Following a procedure analogous to Example 113, 7-Amino-1-ethyl-8-methoxy-1,3,4,5-tetrahydro-benzo[b]azepin-2-one (37 mgs) and (2,5-Dichloro-pyrimidin-4-yl)-[2-(propane-2-sulfonyl)-phenyl]-amine (50 mgs) gave the title compound (35 mgs) as an off-white solid. 1H-NMR (CDCl3, 400 MHz): 9.54 (s, 1H), 8.55 (d, J=8.4 Hz, 1H); 8.21 (s, 1H), 8.15 (s, 1H), 7.96 (d, J=8.1 Hz, 1H), 7.67-7.60 (m, 2H), 7.32-7.28 (m, 1H); 6.73 (s, 1H); 4.10-3.90 (broad abs., 2H), 3.93 (s, 3H); 3.29-3.25 (m, 1H), 2.70-2.40 (b... Reactants: ClCCN1C=NC2=CC=CC=C2C1=O (3-(2-chloroethyl) quinazoline-4 (3H)-one), solvent, [I-].[Na+] (sodium iodide), FC(C=1C=C(C=CC1)N1CCNCC1)(F)F (1-(3-(trifluoromethyl)phenyl)piperazine), C([O-])([O-])=O.[Na+].[Na+] (sodium carbonate), Cl (HCl). Solvent: C1(=CC=CC=C1)C (toluene), C(C)O (ethanol), C(C)(C)O (isopropanol). Yields the product Cl.FC(C=1C=C(C=CC1)N1CCN(CC1)CCN1C=NC2=CC=CC=C2C1=O)(F)F (3-(2-(4-(3-(trifluoromethyl)phenyl)piperazine-1-yl)ethyl)quinazoline-4 (3H)-one hydrochloride). The yield is 68.9%. As a reaction SMILES: [Cl:1][CH2:2][CH2:3][N:4]1[C:13](=[O:14])[C:12]2[C:7](=[CH:8][CH:9]=[CH:10][CH:11]=2)[N:6]=[CH:5]1.[F:15][C:16]([F:30])([F:29])[C:17]1[CH:18]=[C:19]([N:23]2[CH2:28][CH2:27][NH:26][CH2:25][CH2:24]2)[CH:20]=[CH:21][CH:22]=1.C(=O)([O-])[O-].[Na+].[Na+].[I-].[Na+].Cl>C(O)(C)C.C1(C)C=CC=CC=1.C(O)C>[ClH:1].[F:30][C:16]([F:15])([F:29])[C:17]1[CH:18]=[C:19]([N:23]2[CH2:28][CH2:27][N:26]([CH2:2][CH2:3][N:4]3[C:13](=[O:14])[C:12]4[C:7](=[CH:8][CH:9]=[CH:10][CH:11]=4)[N:6]=[CH:5]3)[CH2:25][CH2:24]2)[CH:20]=[CH:21][CH:22]=1 |f:2.3.4,5.6,11.12|. Reported procedure: The following were added to a 250 mL reactor: 3-(2-chloroethyl) quinazoline-4 (3H)-one (1 g, 4.79 mmol), 1-(3-(trifluoromethyl)phenyl)piperazine (1,103 g, 4.79 mmol), sodium carbonate (0.762 g, 7.19 mmol), sodium iodide (0.072 g, 0.479 mmol), ethanol (50 ml) and toluene (150 ml). The reaction medium was kept under agitation and reflux for a period of twenty hours, during which 150 ml of the solvent were removed slowly with the assistance of a Dean-Stark. To the resulting mixture, 100 mL of an aq...